Dataset: the Open Reaction Database (ORD), a public repository of structured organic reaction records. Task: describe an organic reaction: reactants, conditions, products, and yield Starting materials: C(C)(C)(C)OC(=O)N1C=CC2=CC=C(C=C12)O (6-hydroxy-1H-indole-1-carboxylic acid tert-butyl ester), CC(C)OC(=O)/N=N/C(=O)OC(C)C (diisopropylazodicarboxylate), C1(=CC=CC=C1)P(C1=CC=CC=C1)C1=CC=CC=C1 (triphenylphosphine), C(C)(=O)O[C@H]1C(O)SC[C@H]([C@@H]1OC(C)=O)OC(C)=O (2,3,4-tri-O-acetyl-5-thio-D-xylopyranose). Run in C1CCOC1 (THF), C1CCOC1 (THF). Reaction conditions: temperature 50 celsius, time 4 hour. Product: C(C)(=O)O[C@H]1[C@@H](SC[C@H]([C@@H]1OC(C)=O)OC(C)=O)OC1=CC=C2C=CN(C2=C1)C(=O)OC(C)(C)C (6-[(2,3,4-tri-O-acetyl-5-thio-β-D-xylopyranosyl)oxy]-1H-indole-1-carboxylic Acid, 1,1-dimethylethyl Ester). Yield: 3.0%. As a reaction SMILES: [C:1]([O:5][C:6]([N:8]1[C:16]2[C:11](=[CH:12][CH:13]=[C:14]([OH:17])[CH:15]=2)[CH:10]=[CH:9]1)=[O:7])([CH3:4])([CH3:3])[CH3:2].CC(OC(/N=N/C(OC(C)C)=O)=O)C.C1(P(C2C=CC=CC=2)C2C=CC=CC=2)C=CC=CC=1.[C:51]([O:54][C@@H:55]1[C@@H:61]([O:62][C:63](=[O:65])[CH3:64])[C@H:60]([O:66][C:67](=[O:69])[CH3:68])[CH2:59][S:58][CH:56]1O)(=[O:53])[CH3:52]>C1COCC1>[C:51]([O:54][C@@H:55]1[C@@H:61]([O:62][C:63](=[O:65])[CH3:64])[C@H:60]([O:66][C:67](=[O:69])[CH3:68])[CH2:59][S:58][C@H:56]1[O:17][C:14]1[CH:15]=[C:16]2[C:11]([CH:10]=[CH:9][N:8]2[C:6]([O:5][C:1]([CH3:4])([CH3:2])[CH3:3])=[O:7])=[CH:12][CH:13]=1)(=[O:53])[CH3:52]. Reported procedure: A solution of 2.66 g (11.41 mM) of 6-hydroxy-1H-indole-1-carboxylic acid tert-butyl ester in 50 ml of THF, 4.16 g (20.6 mM) of diisopropylazodicarboxylate and 5.39 g (20.6 mM) of triphenylphosphine are added to a solution of 4.34 g (14.84 mM) of 2,3,4-tri-O-acetyl-5-thio-D-xylopyranose in 150 ml of THF. The reaction mixture is stirred at 50° C. for 4 hours and then concentrated under reduced pressure. The evaporation residue is solubilized in ethyl acetate and the organic phase is washed with a ... Starting materials: CI (methyl iodide), CON(C(=S)N)C (N-methoxy-N-methylthiourea), C(C)(=O)OCC (ethyl acetate). Run in CN(C=O)C (N,N-dimethylformamide). Conditions: time 15 hour. The product is I.CON(C(SC)=N)C (N-methoxy-N-methyl-S-methylisothiourea hydroiodide). As a reaction SMILES: [CH3:1][O:2][N:3]([CH3:7])[C:4]([NH2:6])=[S:5].C[I:9].[C:10](OCC)(=O)C>CN(C)C=O>[IH:9].[CH3:1][O:2][N:3]([CH3:7])[C:4](=[NH:6])[S:5][CH3:10] |f:4.5|. Procedure details: 1.76 g (14.7 mmol) of N-methoxy-N-methylthiourea was dissolved in 5 ml of N,N-dimethylformamide. 2.09 g (14.7 mmol) of methyl iodide was added thereto at room temperature, and the mixture was stirred at room temperature for 15 hours. 500 ml of ethyl acetate was added thereto, and precipitated crystals were collected by filtration and then washed with ethyl acetate to obtain 2.7 g of N-methoxy-N-methyl-S-methylisothiourea hydroiodide as pale yellow crystals. Reported procedure: 3-[8-(2,6-difluorophenyl)-2-(methylsulfonyl)-7-oxo-5,6,7,8-tetrahydropyrimido[4,5-d]pyrimidin-4-yl]-N,4-dimethylbenzamide (0.031 g, 0.064 mmol) was dissolved in THF (5 mL) and (2-aminoethyl)(1-methylethyl)amine (0.032 g, 0.31 mmol) was added. The reaction was stirred under argon for ten days. The solvents were pumped off in vacuo, and the residue was flash chromatographed on silica gel (15 g) eluted with CH2Cl2 to 6:0.5:0.05, CH2Cl2:ethanol:NH4OH to give the title compound as a white amorphous s... Yields the product [NH4+].[OH-] (NH4OH), FC1=C(C(=CC=C1)F)N1C(NCC2=C1N=C(N=C2C=2C=C(C(=O)NC)C=CC2C)NCCNC(C)C)=O (3-[8-(2,6-difluorophenyl)-2-({2-[(1-methylethyl)amino]ethyl}amino)-7-oxo-5,6,7,8-tetrahydropyrimido[4,5-d]pyrimidin-4-yl]-N,4-dimethylbenzamide). Starting materials: FC1=C(C(=CC=C1)F)N1C(NCC2=C1N=C(N=C2C=2C=C(C(=O)NC)C=CC2C)S(=O)(=O)C)=O (3-[8-(2,6-difluorophenyl)-2-(methylsulfonyl)-7-oxo-5,6,7,8-tetrahydropyrimido[4,5-d]pyrimidin-4-yl]-N,4-dimethylbenzamide), NCCNC(C)C ((2-aminoethyl)(1-methylethyl)amine). Reaction SMILES: [F:1][C:2]1[CH:7]=[CH:6][CH:5]=[C:4]([F:8])[C:3]=1[N:9]1[C:14]2[N:15]=[C:16](S(C)(=O)=O)[N:17]=[C:18]([C:19]3[CH:20]=[C:21]([CH:26]=[CH:27][C:28]=3[CH3:29])[C:22]([NH:24][CH3:25])=[O:23])[C:13]=2[CH2:12][NH:11][C:10]1=[O:34].[NH2:35][CH2:36][CH2:37][NH:38][CH:39]([CH3:41])[CH3:40]>C1COCC1>[NH4+:9].[OH-:23].[F:1][C:2]1[CH:7]=[CH:6][CH:5]=[C:4]([F:8])[C:3]=1[N:9]1[C:14]2[N:15]=[C:16]([NH:35][CH2:36][CH2:37][NH:38][CH:39]([CH3:41])[CH3:40])[N:17]=[C:18]([C:19]3[CH:20]=[C:21]([CH:26]=[CH:27][C:28]=3[CH3:29])[C:22]([NH:24][CH3:25])=[O:23])[C:13]=2[CH2:12][NH:11][C:10]1=[O:34] |f:3.4|. The solvent is C1CCOC1 (THF). Starting materials: C1CCOC1, [H-], [Na+], Cc1ccc(S(=O)(=O)Cl)cc1, Cc1ccc(S(=O)(=O)N2CCCC2C(=O)NC(Cc2ccccc2)C(N)=O)cc1. Product: Cc1ccc(S(=O)(=O)NC(=O)C(Cc2ccccc2)NC(=O)C2CCCN2S(=O)(=O)c2ccc(C)cc2)cc1. Reaction SMILES: [CH2:43]1[O:44][CH2:45][CH2:46][CH2:47]1.[H-:2].[Na+:1].[c:32]1([CH3:42])[cH:33][cH:34][c:35]([S:38](=[O:39])(=[O:40])[Cl:41])[cH:36][cH:37]1.[c:3]1([CH3:31])[cH:4][cH:5][c:6]([S:9](=[O:10])(=[O:11])[N:12]2[CH:13]([C:14](=[O:15])[NH:16][CH:17]([CH2:18][c:19]3[cH:20][cH:21][cH:22][cH:23][cH:24]3)[C:25](=[O:26])[NH2:27])[CH2:28][CH2:29][CH2:30]2)[cH:7][cH:8]1>>[c:3]1([CH3:31])[cH:4][cH:5][c:6]([S:9](=[O:10])(=[O:11])[N:12]2[CH:13]([C:14](=[O:15])[NH:16][CH:17]([CH2:18][c:19]3[cH:20][cH:21][cH:22][cH:23][cH:24]3)[C:25](=[O:26])[NH:27][S:38]([c:35]3[cH:34][cH:33][c:32]([CH3:42])[cH:37][cH:36]3)(=[O:39])=[O:40])[CH2:28][CH2:29][CH2:30]2)[cH:7][cH:8]1. Reactants: C1CCOC1, CI, CC(C)NC(C)C, O=C(O)C1CCOCC1, O=C(O)CC(O)(CC(=O)O)C(=O)O. The product is CC1(C(=O)O)CCOCC1. Reaction SMILES: [CH2:32]1[O:33][CH2:34][CH2:35][CH2:36]1.[CH3:17][I:18].[CH:1]([NH:2][CH:3]([CH3:4])[CH3:5])([CH3:6])[CH3:7].[O:8]1[CH2:9][CH2:10][CH:11]([C:14](=[O:15])[OH:16])[CH2:12][CH2:13]1.[OH:19][C:20]([CH2:21][C:22]([C:23](=[O:24])[OH:25])([CH2:26][C:27](=[O:28])[OH:29])[OH:30])=[O:31]>>[CH3:1][C:11]1([C:14](=[O:15])[OH:16])[CH2:10][CH2:9][O:8][CH2:13][CH2:12]1. Reactants: N=CC(CN1C(N(C2=C1C=CC=C2)C2=NC=CC=C2)=O)=O (1-(3-Imino-2-oxopropyl)-3-pyridin-2-yl-1,3-dihydro-2H-benzimidazol-2-one), CC1(OO1)C (dimethyldioxirane). Solvent: CC(=O)C (acetone). Run at time 90 minute. Yields the product O=C(C=O)CN1C(N(C2=C1C=CC=C2)C2=NC=CC=C2)=O (2-Oxo-3-(2-oxo-3-pyridin-2-yl-2,3-dihydro-1H-benzimidazol-1-yl)propanal). RXN SMILES: N=[CH:2][C:3](=[O:21])[CH2:4][N:5]1[C:9]2[CH:10]=[CH:11][CH:12]=[CH:13][C:8]=2[N:7]([C:14]2[CH:19]=[CH:18][CH:17]=[CH:16][N:15]=2)[C:6]1=[O:20].CC1(C)O[O:24]1>CC(C)=O>[O:21]=[C:3]([CH2:4][N:5]1[C:9]2[CH:10]=[CH:11][CH:12]=[CH:13][C:8]=2[N:7]([C:14]2[CH:19]=[CH:18][CH:17]=[CH:16][N:15]=2)[C:6]1=[O:20])[CH:2]=[O:24]. Procedure: To a stirred solution of 1-(3-imino-2-oxopropyl)-3-pyridin-2-yl-1,3-dihydro-2H-benzimidazol-2-one from Step A (54 mg, 0.19 mmol) in acetone (2 mL) at 0° C. was added a solution of dimethyldioxirane (0.02 M in acetone, 9.6 mL, 0.19 mmol). The reaction mixture was stirred for 90 min then concentrated in vacuo to give the title compound in sufficient purity for use in the next step.